Dataset: the Open Reaction Database (ORD), a public repository of structured organic reaction records. Task: describe an organic reaction: reactants, conditions, products, and yield Reactants: CSc1c(Cl)nc(Cl)nc1Cl, O=CO, [K+], O, N#C[S-]. Yields the product CSc1c(Cl)nc(Cl)nc1SC#N. RXN SMILES: [CH3:1][S:2][c:3]1[c:4]([Cl:11])[n:5][c:6]([Cl:10])[n:7][c:8]1[Cl:9].[CH:12]([OH:13])=[O:14].[K+:15].[OH2:19].[S-:16][C:17]#[N:18]>>[CH3:1][S:2][c:3]1[c:4]([S:16][C:17]#[N:18])[n:5][c:6]([Cl:10])[n:7][c:8]1[Cl:9]. The reactants are C(C)(C)OC(C)C (Isopropyl ether), C=1C(=C(C=C(C1F)F)F)C[C@H](CC(=O)N2CCN3C(=NN=C3C(F)(F)F)C2)N (Sitagliptin), C(\C=C\C1=CC(OC)=C(O)C=C1)(=O)O (ferulic acid), resultant solution. The solvent is CO (methanol). Conditions: time 12 hour. The product is C=1C(=C(C=C(C1F)F)F)C[C@H](CC(=O)N2CCN3C(=NN=C3C(F)(F)F)C2)N.C(\C=C\C1=CC(OC)=C(O)C=C1)(=O)[O-] (Sitagliptin Ferulate). Reaction SMILES: [CH:1]1[C:2]([CH2:10][C@@H:11]([NH2:28])[CH2:12][C:13]([N:15]2[CH2:27][C:19]3=[N:20][N:21]=[C:22]([C:23]([F:26])([F:25])[F:24])[N:18]3[CH2:17][CH2:16]2)=[O:14])=[C:3]([F:9])[CH:4]=[C:5]([F:8])[C:6]=1[F:7].[C:29]([OH:42])(=[O:41])/[CH:30]=[CH:31]/[C:32]1[CH:40]=[CH:39][C:37]([OH:38])=[C:34]([O:35][CH3:36])[CH:33]=1.C(OC(C)C)(C)C>CO>[CH:1]1[C:2]([CH2:10][C@@H:11]([NH2:28])[CH2:12][C:13]([N:15]2[CH2:27][C:19]3=[N:20][N:21]=[C:22]([C:23]([F:26])([F:25])[F:24])[N:18]3[CH2:17][CH2:16]2)=[O:14])=[C:3]([F:9])[CH:4]=[C:5]([F:8])[C:6]=1[F:7].[C:29]([O-:42])(=[O:41])/[CH:30]=[CH:31]/[C:32]1[CH:40]=[CH:39][C:37]([OH:38])=[C:34]([O:35][CH3:36])[CH:33]=1 |f:4.5|. Reported procedure: Sitagliptin free base (2.0 gms) and ferulic acid (0.95 gms) were dissolved in methanol (12 ml) at 60° C. to 65° C. and the resultant solution was cooled to room temperature. Isopropyl ether (120 ml) was added to the clear solution and stirred for 12 hours. Filtered the precipitated solids and dried at 70° C. to 75° C. for 12 hours to obtain the title compound. The reactants are Nc1c(OCc2ccccc2)cccc1[N+](=O)[O-], CC(=O)OC(C)=O, O, O=S(=O)(O)O. Yields the product CC(=O)Nc1c(OCc2ccccc2)cccc1[N+](=O)[O-]. RXN SMILES: [CH2:1]([c:2]1[cH:3][cH:4][cH:5][cH:6][cH:7]1)[O:8][c:9]1[c:10]([NH2:18])[c:11]([N+:15](=[O:16])[O-:17])[cH:12][cH:13][cH:14]1.[CH3:19][C:20](=[O:21])[O:22][C:23](=[O:24])[CH3:25].[OH2:31].[S:26](=[O:27])(=[O:28])([OH:29])[OH:30]>>[CH2:1]([c:2]1[cH:3][cH:4][cH:5][cH:6][cH:7]1)[O:8][c:9]1[c:10]([NH:18][C:20]([CH3:19])=[O:21])[c:11]([N+:15](=[O:16])[O-:17])[cH:12][cH:13][cH:14]1. Starting materials: CO[C@H](C1=CC=CC=C1)[C@H](CC(C)C)NC(=O)[C@@H]1[C@H](O1)C(=O)O ((2S,3S)-3-[[1-(S)-[α-(R)-methoxybenzyl]-3-methylbutyl]carbamoyl]oxirane-2-carboxylic acid), CC(C)O (2-propanol), C1(CCCCC1)N=C=NC1CCCCC1 (1,3-dicyclohexylcarbodiimide). The reagents and catalysts are CN(C1=CC=NC=C1)C (4-dimethylaminopyridine). Solvent: ClCCl (dichloromethane). Reaction conditions: temperature 5 celsius, time 30 minute. Product: CO[C@H](C1=CC=CC=C1)[C@H](CC(C)C)NC(=O)[C@@H]1[C@H](O1)C(=O)OC(C)C (Isopropyl (2S,3S)-3-[[1-(S)-[α-(R)-methoxybenzyl]-3-methylbutyl]carbamoyl]oxirane-2-carboxylate), product. The yield is 59.0%. RXN SMILES: [CH3:1][O:2][C@@H:3]([C@@H:10]([NH:15][C:16]([C@H:18]1[O:20][C@@H:19]1[C:21]([OH:23])=[O:22])=[O:17])[CH2:11][CH:12]([CH3:14])[CH3:13])[C:4]1[CH:9]=[CH:8][CH:7]=[CH:6][CH:5]=1.[CH3:24][CH:25](O)[CH3:26].C1(N=C=NC2CCCCC2)CCCCC1>CN(C)C1C=CN=CC=1.ClCCl>[CH3:1][O:2][C@@H:3]([C@@H:10]([NH:15][C:16]([C@H:18]1[O:20][C@@H:19]1[C:21]([O:23][CH:25]([CH3:26])[CH3:24])=[O:22])=[O:17])[CH2:11][CH:12]([CH3:14])[CH3:13])[C:4]1[CH:5]=[CH:6][CH:7]=[CH:8][CH:9]=1. Procedure details: To a solution of (2S,3S)-3-[[1-(S)-[α-(R)-methoxybenzyl]-3-methylbutyl]carbamoyl]oxirane-2-carboxylic acid (105 mg, 0.327 mmol), 2-propanol (30 μl, 0.40 mmol.) and 4-dimethylaminopyridine (8 mg, 0.07 mmol.) in anhydrous dichloromethane (4 mL) was added 1,3-dicyclohexylcarbodiimide (75 mg, 0.36 mmol.) under chilling with ice. The resulting mixture was stirred at 5° C. for 30 minutes, and then stirred overnight at room temperature. The mixture was placed under reduced pressure to distill off the s... Reactants: OC1CC2(CCN(CC2)C(=O)C2=CC(=C(C=C2)OC(C)C)C)OC(=C1)C=1C=NC=CC1 ([8-hydroxy-10-(3-pyridyl)-11-oxa-3-azaspiro[5.5]undec-9-en-3-yl]-(4-isopropoxy-3-methyl-phenyl)methanone), C(C)(C)O (isopropanol), C1(=CC=C(C=C1)S(=O)(=O)[O-])C.[NH+]1=CC=CC=C1 (Pyridinium p-toluenesulfonate). Solvent: O (water). Reaction conditions: temperature 50 celsius, time 1 hour. Yields the product C(C)(C)OC1=C(C=C(C=C1)C(=O)N1CCC2(CC1)CC(C=C(O2)C=2C=NC=CC2)OC(C)C)C ((4-isopropoxy-3-methyl-phenyl)-[8-isopropoxy-10-(3-pyridyl)-11-oxa-3-azaspiro[5.5]undec-9-en-3-yl]methanone). Isolated yield 52.4%. As a reaction SMILES: [OH:1][CH:2]1[CH:25]=[C:24]([C:26]2[CH:27]=[N:28][CH:29]=[CH:30][CH:31]=2)[O:23][C:4]2([CH2:9][CH2:8][N:7]([C:10]([C:12]3[CH:17]=[CH:16][C:15]([O:18][CH:19]([CH3:21])[CH3:20])=[C:14]([CH3:22])[CH:13]=3)=[O:11])[CH2:6][CH2:5]2)[CH2:3]1.[CH:32](O)([CH3:34])[CH3:33].C1(C)C=CC(S([O-])(=O)=O)=CC=1.[NH+]1C=CC=CC=1>O>[CH:19]([O:18][C:15]1[CH:16]=[CH:17][C:12]([C:10]([N:7]2[CH2:6][CH2:5][C:4]3([O:23][C:24]([C:26]4[CH:27]=[N:28][CH:29]=[CH:30][CH:31]=4)=[CH:25][CH:2]([O:1][CH:32]([CH3:34])[CH3:33])[CH2:3]3)[CH2:9][CH2:8]2)=[O:11])=[CH:13][C:14]=1[CH3:22])([CH3:21])[CH3:20] |f:2.3|. Procedure details: [8-hydroxy-10-(3-pyridyl)-11-oxa-3-azaspiro[5.5]undec-9-en-3-yl]-(4-isopropoxy-3-methyl-phenyl)methanone (300 mg, 0.71 mmol) was dissolved in isopropanol (6.0 mL, 78 mmol). Pyridinium p-toluenesulfonate (178 mg, 0.71 mmol) was added, and the reaction mixture was allowed to stir at 50° C. for 1 hour. The reaction mixture was diluted with water (50 mL) and extracted with ethyl acetate (2×50 mL). The organic layers were combined, dried over sodium sulfate, filtered and concentrated under reduced pr... Starting materials: S(=O)(Cl)Cl (Thionyl chloride), ON=C(CC1=CC2=CC=CC=C2CC1)N (N'-hydroxy-(3,4-dihydro-2-naphthalenyl)ethanimidamide), N1=CC=CC=C1 (pyridine). The solvent is C(Cl)Cl (CH2Cl2). Yields the product C1=C(CCC2=CC=CC=C12)CC=1NS(ON1)=O (4-[(3,4-Dihydro-2-naphthalenyl)methyl]-3H-1,2,3,5-oxathiadiazole 2-Oxide). Yield: 14.3%. Reaction SMILES: [S:1](Cl)(Cl)=[O:2].[OH:5][N:6]=[C:7]([NH2:19])[CH2:8][C:9]1[CH2:18][CH2:17][C:16]2[C:11](=[CH:12][CH:13]=[CH:14][CH:15]=2)[CH:10]=1.N1C=CC=CC=1>C(Cl)Cl>[CH:10]1[C:11]2[C:16](=[CH:15][CH:14]=[CH:13][CH:12]=2)[CH2:17][CH2:18][C:9]=1[CH2:8][C:7]1[NH:19][S:1](=[O:2])[O:5][N:6]=1. Procedure: Thionyl chloride (2.55 mL, 0.035 mol) was added dropwise to a mixture of N'-hydroxy-(3,4-dihydro-2-naphthalenyl)ethanimidamide (6.5 g, 0.032 mol) and pyridine (5.18 mL, 0.064 mol) in dry CH2Cl2 (100 mL) at 0° C. After the addition, the reaction mixture was concentrated under reduced pressure, placed in an ice bath, diluted with water (50 mL), extracted with ether (3×50 mL), filtered, dried (MgSO4), and concentrated under reduced pressure to give a red brown solid. The solid was triturated three ... Reactants: ClC1=C(C(=O)O)C=C(C(=C1[N+](=O)[O-])C)Cl (2,5-dichloro-4-methyl-3-nitrobenzoic acid), [O-]S(=O)S(=O)[O-].[Na+].[Na+] (Na2S2O4), ice water, C(=O)([O-])[O-].[Na+].[Na+] (Na2CO3), Cl (HCl). Solvent: COCCO (glycol monomethyl ether), O (water). The product is NC=1C(=C(C(=O)O)C=C(C1C)Cl)Cl (3-Amino-2,5-dichloro-4-methylbenzoic acid). As a reaction SMILES: [Cl:1][C:2]1[C:10]([N+:11]([O-])=O)=[C:9]([CH3:14])[C:8]([Cl:15])=[CH:7][C:3]=1[C:4]([OH:6])=[O:5].[O-]S(S([O-])=O)=O.[Na+].[Na+].Cl.C([O-])([O-])=O.[Na+].[Na+]>COCCO.O>[NH2:11][C:10]1[C:2]([Cl:1])=[C:3]([CH:7]=[C:8]([Cl:15])[C:9]=1[CH3:14])[C:4]([OH:6])=[O:5] |f:1.2.3,5.6.7|. Reported procedure: 43 g of 2,5-dichloro-4-methyl-3-nitrobenzoic acid and 108.8 g of Na2S2O4 are boiled in a mixture of 340 ml of glycol monomethyl ether and 340 ml of water for 3 hours. 480 ml of 1/2-concentrated HCl are added to the still warm solution and the mixture is then boiled up once again. After cooling to room temperature, the mixture is poured into 1 l of ice-water and the strongly acid solution is buffered with Na2CO3 (pH 5). The solid which has precipitated is isolated and dried. Melting point: 218°-2... Reactants: O=C(Cl)c1ccc(C(F)(F)F)cc1F, CN1C(=O)CCc2ccc(N)cc21, O, c1ccncc1. Product: CN1C(=O)CCc2ccc(NC(=O)c3ccc(C(F)(F)F)cc3F)cc21. As a reaction SMILES: [F:1][c:2]1[c:3]([C:4](=[O:5])[Cl:6])[cH:7][cH:8][c:9]([C:11]([F:12])([F:13])[F:14])[cH:10]1.[NH2:21][c:22]1[cH:23][cH:24][c:25]2[c:30]([cH:31]1)[N:29]([CH3:32])[C:28](=[O:33])[CH2:27][CH2:26]2.[OH2:34].[cH:15]1[cH:16][cH:17][n:18][cH:19][cH:20]1>>[F:1][c:2]1[c:3]([C:4](=[O:5])[NH:21][c:22]2[cH:23][cH:24][c:25]3[c:30]([cH:31]2)[N:29]([CH3:32])[C:28](=[O:33])[CH2:27][CH2:26]3)[cH:7][cH:8][c:9]([C:11]([F:12])([F:13])[F:14])[cH:10]1. The reactants are Cl.BrCCCCO[C@@H]1CC[C@H](CC1)NC (trans-[4-(4-Bromo-butoxy)-cyclohexyl]-methyl-amine hydrochloride), ClC(=O)OCC(C)C (isobutyl chloroformate). The product is C(C(C)C)OC(N(C)[C@@H]1CC[C@H](CC1)OCCCCBr)=O (trans-[4-(4-Bromo-butoxy)-cyclohexyl]-methyl-carbamic acid isobutyl ester). As a reaction SMILES: Cl.[Br:2][CH2:3][CH2:4][CH2:5][CH2:6][O:7][C@H:8]1[CH2:13][CH2:12][C@H:11]([NH:14][CH3:15])[CH2:10][CH2:9]1.Cl[C:17]([O:19][CH2:20][CH:21]([CH3:23])[CH3:22])=[O:18]>>[CH2:20]([O:19][C:17](=[O:18])[N:14]([C@H:11]1[CH2:12][CH2:13][C@H:8]([O:7][CH2:6][CH2:5][CH2:4][CH2:3][Br:2])[CH2:9][CH2:10]1)[CH3:15])[CH:21]([CH3:23])[CH3:22] |f:0.1|. Procedure details: In analogy to example 11.4, trans-[4-(4-Bromo-butoxy)-cyclohexyl]-methyl-amine hydrochloride and isobutyl chloroformate (with 2.1 eq N,N-diisopropylethylamine) were reacted to yield trans-[4-(4-Bromo-butoxy)-cyclohexyl]-methyl-carbamic acid isobutyl ester which was used directly in the next steps see Example 12.45-12.54.